The task is: describe an organic reaction: reactants, conditions, products, and yield. This data is from the Open Reaction Database (ORD), a public repository of structured organic reaction records. Starting materials: Nc1cc(C(F)(F)F)ccc1Br, CS(=O)(=O)Cl, c1ccncc1. The product is CS(=O)(=O)Nc1cc(C(F)(F)F)ccc1Br. RXN SMILES: [Br:1][c:2]1[c:3]([NH2:4])[cH:5][c:6]([C:9]([F:10])([F:11])[F:12])[cH:7][cH:8]1.[CH3:13][S:14]([Cl:15])(=[O:16])=[O:17].[cH:18]1[cH:19][cH:20][n:21][cH:22][cH:23]1>>[Br:1][c:2]1[c:3]([NH:4][S:14]([CH3:13])(=[O:16])=[O:17])[cH:5][c:6]([C:9]([F:10])([F:11])[F:12])[cH:7][cH:8]1.